Dataset: the Open Reaction Database (ORD), a public repository of structured organic reaction records. Task: describe an organic reaction: reactants, conditions, products, and yield The reactants are CC(=O)O, CCOC(C)=O, CCOC(=O)C(Cl)c1cc(Cl)c(OC)cc1C, [Fe]. Yields the product CCOC(=O)Cc1cc(Cl)c(OC)cc1C. As a reaction SMILES: [C:18]([OH:19])(=[O:20])[CH3:21].[CH3:22][CH2:23][O:24][C:25]([CH3:26])=[O:27].[Cl:1][CH:2]([C:3](=[O:4])[O:5][CH2:6][CH3:7])[c:8]1[c:9]([CH3:17])[cH:10][c:11]([O:15][CH3:16])[c:12]([Cl:14])[cH:13]1.[Fe:28]>>[CH2:2]([C:3](=[O:4])[O:5][CH2:6][CH3:7])[c:8]1[c:9]([CH3:17])[cH:10][c:11]([O:15][CH3:16])[c:12]([Cl:14])[cH:13]1. Procedure: Acenaphtho[1,2-b]quinoxaline (10 g) was charged into 10% oleum (49 ml), stirredfor 30 minutes and heated at 180–190° C. for 30 hours. The reaction mixture was then diluted with water (95 ml), and the formed precipitate was filtered and washed with acetic acid (˜30 ml). The filtered cake was dried on air at 120° C. to yield 8.2 g of acenaphtho[1,2-b]quinoxaline-2,5-disulfonic acid. 1H NMR (Bruker AMX-400, DMSO-d6, δ, ppm): 7.82 (q, 2H, 3 Hz); 8.18 (q, 2H, 3 Hz); 8.24–8.36 (broad s, 2H); 8.62 (s, ... Reactants: C1=CC=C2C=CC=C3C2=C1C1=NC2=CC=CC=C2N=C13 (Acenaphtho[1,2-b]quinoxaline), OS(=O)(=O)O.O=S(=O)=O (oleum). The solvent is O (water). Product: C1=C(C=C2C=C(C=C3C2=C1C1=NC2=CC=CC=C2N=C13)S(=O)(=O)O)S(=O)(=O)O (acenaphtho[1,2-b]quinoxaline-2,5-disulfonic acid). Reaction SMILES: [CH:1]1[C:10]2[C:11]3[C:20]([C:8]4[C:9]=2[C:4]([CH:5]=[CH:6][CH:7]=4)=[CH:3][CH:2]=1)=[N:19][C:18]1[C:13](=[CH:14][CH:15]=[CH:16][CH:17]=1)[N:12]=3.O[S:22]([OH:25])(=[O:24])=[O:23].[O:26]=[S:27](=[O:29])=[O:28]>O>[CH:1]1[C:10]2[C:11]3[C:20]([C:8]4[C:9]=2[C:4]([CH:5]=[C:6]([S:22]([OH:25])(=[O:24])=[O:23])[CH:7]=4)=[CH:3][C:2]=1[S:27]([OH:29])(=[O:28])=[O:26])=[N:19][C:18]1[C:13](=[CH:14][CH:15]=[CH:16][CH:17]=1)[N:12]=3 |f:1.2|. The reactants are C(C1=CC=CC=C1)N1CC2=CC=CC(=C2C1)OC (2-benzyl-4-methoxyisoindoline). Reagents/catalysts: [Pd] (palladium on carbon). Solvent: CO (methanol). Run at time 7 day. Product: COC1=C2CNCC2=CC=C1 (4-methoxyisoindoline). The yield is 64.9%. RXN SMILES: C([N:8]1[CH2:16][C:15]2[C:10](=[CH:11][CH:12]=[CH:13][C:14]=2[O:17][CH3:18])[CH2:9]1)C1C=CC=CC=1>[Pd].CO>[CH3:18][O:17][C:14]1[CH:13]=[CH:12][CH:11]=[C:10]2[C:15]=1[CH2:16][NH:8][CH2:9]2. Procedure: 1.5 g of 10% palladium on carbon was added to a solution of 8.5 g of 2-benzyl-4-methoxyisoindoline in 100 ml of methanol and hydrogenation was performed at 45° C. for 7 days. After removing the catalyst by filtration, the filtrate was concentrated and purified by vacuum distillation (bath temperature: 160°-180 ° C., pressure: 0.1 mmHg) to obtain 3.44 g of 4-methoxyisoindoline. Starting materials: methylamidoxime, [H-].[Na+] (Sodium hydride), CC=1C(=NC2=CC3=NC4=CC=CC=C4C3=C(C21)C)C(=O)O (3,4-Dimethylpyrrolo[2,3-b]carbazole-2-carboxylic acid), C(=O)(C=1NC=CN1)C=1NC=CN1 (carbonyl diimidazole), [N-]1C=NC=C1 (imidazolide). Solvent: C1CCOC1 (THF), O1CCCC1 (tetrahydrofuran). Run at time 2 hour. Product: CC=1C(=NC2=CC3=NC4=CC=CC=C4C3=C(C21)C)C2=NC(=NO2)C (3,4-Dimethyl-2-(3-methyl-1,2,4-oxadiazol-5-yl)pyrrolo[2,3-b]carbazole). Isolated yield 7.8%. Reaction SMILES: [CH3:1][C:2]1[C:3]([C:19](O)=[O:20])=[N:4][C:5]2[C:17]=1[C:16]([CH3:18])=[C:15]1[C:7](=[N:8][C:9]3[C:14]1=[CH:13][CH:12]=[CH:11][CH:10]=3)[CH:6]=2.[C:22](C1NC=CN=1)([C:24]1[NH:25]C=C[N:28]=1)=O.[N-]1C=CN=C1.[H-].[Na+]>O1CCCC1>[CH3:1][C:2]1[C:3]([C:19]2[O:20][N:28]=[C:24]([CH3:22])[N:25]=2)=[N:4][C:5]2[C:17]=1[C:16]([CH3:18])=[C:15]1[C:7](=[N:8][C:9]3[C:10]1=[CH:11][CH:12]=[CH:13][CH:14]=3)[CH:6]=2 |f:3.4|. Procedure details: 3,4-Dimethylpyrrolo[2,3-b]carbazole-2-carboxylic acid (0.5 g, 1.8 mmol) and carbonyl diimidazole (0.34 g, 2 mmol) were dissolved in freshly distilled tetrahydrofuran (20 ml) in an oven-dried flask under a nitrogen atmosphere. The resulting orange solution was stirred at room temperature for two hours, by which time it was an orange suspension, and complete conversion of the acid to the imidazolide intermediate was verified by TLC. Meanwhile, in a second oven-dried flask, methylamidoxime (0.27 g,... Run in Cl (HCl). As a reaction SMILES: [S:1]1[CH:5]=[N:4][N:3]=[C:2]1[NH:6][S:7]([C:10]1[CH:15]=[CH:14][C:13]([NH:16]C(=O)C)=[CH:12][CH:11]=1)(=[O:9])=[O:8].C([O-])([O-])=O.[Na+].[Na+]>Cl>[NH2:16][C:13]1[CH:14]=[CH:15][C:10]([S:7]([NH:6][C:2]2[S:1][CH:5]=[N:4][N:3]=2)(=[O:9])=[O:8])=[CH:11][CH:12]=1 |f:1.2.3|. Reported procedure: Compound 102 (1.0 g, 3.6 mmol) was suspended in 3N HCl (10 mL) and heated to reflux for 30 min. The acidic mixture was neutralized with Na2CO3 solution. The precipitated product was collected by filtration, washed with water, and dried to give the product (450 mg, 1.8 mmol, 49%), mp 226° C. (lit2 mp 221-222° C.); 1H NMR (250 MHz, CDCl3) δ 5.95 (2, s), 6.57 (2, d, J=6.5 Hz), 7.41 (2, d, J=6.5 Hz), 8.68 (1, s), 14.03 (1, br s). Yields the product NC1=CC=C(C=C1)S(=O)(=O)NC=1SC=NN1 (4-Amino-N-(1,3,4-thiadiazol-2-yl)benzenesulfonamide). The yield is 50.0%. Starting materials: S1C(=NN=C1)NS(=O)(=O)C1=CC=C(C=C1)NC(C)=O (N-(4-(N-1,3,4-Thiadiazol-2-ylsulfamoyl)phenyl)acetamide), C(=O)([O-])[O-].[Na+].[Na+] (Na2CO3). Starting materials: C1CCOC1, CCCC[N+](CCCC)(CCCC)CCCC, C1CCOC1, COc1ccc(COC(CNC(=O)OC(C)(C)C)CO[Si](C(C)C)(C(C)C)C(C)C)cc1OC, ClCCl, [F-], O=C(O)CC(O)(CC(=O)O)C(=O)O. The product is COc1ccc(COC(CO)CNC(=O)OC(C)(C)C)cc1OC. As a reaction SMILES: [CH2:35]1[O:36][CH2:37][CH2:38][CH2:39]1.[CH2:41]([N+:42]([CH2:43][CH2:44][CH2:45][CH3:46])([CH2:47][CH2:48][CH2:49][CH3:50])[CH2:51][CH2:52][CH2:53][CH3:54])[CH2:55][CH2:56][CH3:57].[CH2:58]1[O:59][CH2:60][CH2:61][CH2:62]1.[CH:1]([Si:2]([CH:3]([CH3:4])[CH3:5])([CH:6]([CH3:7])[CH3:8])[O:11][CH2:12][CH:13]([CH2:14][NH:15][C:16](=[O:17])[O:18][C:19]([CH3:20])([CH3:21])[CH3:22])[O:23][CH2:24][c:25]1[cH:26][c:27]([O:33][CH3:34])[c:28]([O:31][CH3:32])[cH:29][cH:30]1)([CH3:9])[CH3:10].[Cl:76][CH2:77][Cl:78].[F-:40].[OH:63][C:64]([CH2:65][C:66]([C:67](=[O:68])[OH:69])([CH2:70][C:71](=[O:72])[OH:73])[OH:74])=[O:75]>>[OH:11][CH2:12][CH:13]([CH2:14][NH:15][C:16](=[O:17])[O:18][C:19]([CH3:20])([CH3:21])[CH3:22])[O:23][CH2:24][c:25]1[cH:26][c:27]([O:33][CH3:34])[c:28]([O:31][CH3:32])[cH:29][cH:30]1.